From a dataset of the Open Reaction Database (ORD), a public repository of structured organic reaction records. describe an organic reaction: reactants, conditions, products, and yield Reactants: [Br-], C1CCOC1, C[Mg+], [Cl-], ClCCl, [NH4+], O=C1CCCc2cccnc21. Yields the product CC1(O)CCCc2cccnc21. RXN SMILES: [Br-:1].[CH2:4]1[O:5][CH2:6][CH2:7][CH2:8]1.[CH3:2][Mg+:3].[Cl-:20].[Cl:22][CH2:23][Cl:24].[NH4+:21].[n:9]1[cH:10][cH:11][cH:12][c:13]2[c:18]1[C:17](=[O:19])[CH2:16][CH2:15][CH2:14]2>>[CH3:4][C:17]1([OH:19])[CH2:16][CH2:15][CH2:14][c:13]2[cH:12][cH:11][cH:10][n:9][c:18]21. The reactants are O=Cc1cc(Br)cc2ccoc12, O=C([O-])O, COCCOC, [Na+], OB(O)c1ccccc1, [Pd], c1ccc(P(c2ccccc2)c2ccccc2)cc1, c1ccc(P(c2ccccc2)c2ccccc2)cc1, c1ccc(P(c2ccccc2)c2ccccc2)cc1, c1ccc(P(c2ccccc2)c2ccccc2)cc1. The product is O=Cc1cc(-c2ccccc2)cc2ccoc12. Reaction SMILES: [Br:1][c:2]1[cH:3][c:4]([CH:11]=[O:12])[c:5]2[c:6]([cH:7][cH:8][o:9]2)[cH:10]1.[C:28](=[O:29])([OH:30])[O-:31].[CH2:22]([CH2:23][O:24][CH3:25])[O:26][CH3:27].[Na+:32].[OH:13][B:14]([OH:15])[c:16]1[cH:17][cH:18][cH:19][cH:20][cH:21]1.[Pd:33].[c:34]1([P:35]([c:36]2[cH:37][cH:38][cH:39][cH:40][cH:41]2)[c:42]2[cH:43][cH:44][cH:45][cH:46][cH:47]2)[cH:48][cH:49][cH:50][cH:51][cH:52]1.[c:53]1([P:54]([c:55]2[cH:56][cH:57][cH:58][cH:59][cH:60]2)[c:61]2[cH:62][cH:63][cH:64][cH:65][cH:66]2)[cH:67][cH:68][cH:69][cH:70][cH:71]1.[c:72]1([P:73]([c:74]2[cH:75][cH:76][cH:77][cH:78][cH:79]2)[c:80]2[cH:81][cH:82][cH:83][cH:84][cH:85]2)[cH:86][cH:87][cH:88][cH:89][cH:90]1.[c:91]1([P:92]([c:93]2[cH:94][cH:95][cH:96][cH:97][cH:98]2)[c:99]2[cH:100][cH:101][cH:102][cH:103][cH:104]2)[cH:105][cH:106][cH:107][cH:108][cH:109]1>>[c:2]1(-[c:16]2[cH:17][cH:18][cH:19][cH:20][cH:21]2)[cH:3][c:4]([CH:11]=[O:12])[c:5]2[c:6]([cH:7][cH:8][o:9]2)[cH:10]1. Starting materials: OC(c1ccccc1)(C(F)(F)F)C(F)(F)F, O=[N+]([O-])O, O=S(=O)(O)O. Product: O=[N+]([O-])c1cccc(C(O)(C(F)(F)F)C(F)(F)F)c1. Reaction SMILES: [F:1][C:2]([C:3]([C:4]([F:5])([F:6])[F:7])([OH:8])[c:9]1[cH:10][cH:11][cH:12][cH:13][cH:14]1)([F:15])[F:16].[OH:17][N+:18]([O-:19])=[O:20].[S:21](=[O:22])(=[O:23])([OH:24])[OH:25]>>[F:1][C:2]([C:3]([C:4]([F:5])([F:6])[F:7])([OH:8])[c:9]1[cH:10][cH:11][cH:12][c:13]([N+:18](=[O:17])[O-:19])[cH:14]1)([F:15])[F:16]. The reactants are C(C)(C)(C)OC(=O)NCC1=NC=C(C2=CC(=CC(=C12)OC)OC)C(=O)O (1-(tert-butoxycarbonylamino-methyl)-6,8-dimethoxy-isoquinoline-4-carboxylic acid), COCCN (2-methoxy-ethylamine). Procedure details: As described in example 1E, 100 mg of 1-(tert-butoxycarbonylamino-methyl)-6,8-dimethoxy-isoquinoline-4-carboxylic acid was coupled with 2-methoxy-ethylamine to give 92 mg of [6,8-dimethoxy-4-(2-methoxy-ethylcarbamoyl)-isoquinolin-1-ylmethyl]carbamic acid tert-butyl ester. H1-NMR (CDCl3): δ, 8.46 (s, 1H), 7.34 (s, 1H), 6.73 (br s, 1H), 6.59 (s, 1H), 6.51 (br s, 1H), 5.03 (d, J=3.9 Hz, 2H), 3.98 (s, 3H), 3.95 (s, 3H), 3.75 (q, J=5.1 Hz, 2H), 3.65 (t, J=5.1 Hz, 2H), 3.43 (s, 3H), 1.54 (s, 9H). As a reaction SMILES: [C:1]([O:5][C:6]([NH:8][CH2:9][C:10]1[C:19]2[C:14](=[CH:15][C:16]([O:22][CH3:23])=[CH:17][C:18]=2[O:20][CH3:21])[C:13]([C:24]([OH:26])=O)=[CH:12][N:11]=1)=[O:7])([CH3:4])([CH3:3])[CH3:2].[CH3:27][O:28][CH2:29][CH2:30][NH2:31]>>[C:1]([O:5][C:6](=[O:7])[NH:8][CH2:9][C:10]1[C:19]2[C:14](=[CH:15][C:16]([O:22][CH3:23])=[CH:17][C:18]=2[O:20][CH3:21])[C:13]([C:24](=[O:26])[NH:31][CH2:30][CH2:29][O:28][CH3:27])=[CH:12][N:11]=1)([CH3:3])([CH3:4])[CH3:2]. The product is C(C)(C)(C)OC(NCC1=NC=C(C2=CC(=CC(=C12)OC)OC)C(NCCOC)=O)=O ([6,8-dimethoxy-4-(2-methoxy-ethylcarbamoyl)-isoquinolin-1-ylmethyl]carbamic acid tert-butyl ester). The reactants are NC1=CC=C(C=C1)C=1CCC(NN1)=O (6-(p-aminophenyl)-4,5-dihydro-3(2H)-pyridazinone), Br[C@H]1[C@@H](C1)C(=O)Cl (trans-2-bromocyclopropanecarboxylic acid chloride). Solvent: O1CCCC1 (tetrahydrofuran). Yields the product Br[C@H]1[C@@H](C1)C(=O)NC1=CC=C(C=C1)C=1CCC(NN1)=O (trans-6-[p-(2-bromocyclopropylcarbonylamino)-phenyl]-4,5-dihydro-3(2H)-pyridazinone). Yield: 58.0%. As a reaction SMILES: [NH2:1][C:2]1[CH:7]=[CH:6][C:5]([C:8]2[CH2:9][CH2:10][C:11](=[O:14])[NH:12][N:13]=2)=[CH:4][CH:3]=1.[Br:15][C@@H:16]1[CH2:18][C@H:17]1[C:19](Cl)=[O:20]>O1CCCC1>[Br:15][C@@H:16]1[CH2:18][C@H:17]1[C:19]([NH:1][C:2]1[CH:7]=[CH:6][C:5]([C:8]2[CH2:9][CH2:10][C:11](=[O:14])[NH:12][N:13]=2)=[CH:4][CH:3]=1)=[O:20]. Procedure details: 4.0 g (21.1 millimoles) of 6-(p-aminophenyl)-4,5-dihydro-3(2H)-pyridazinone of trans-2-bromocyclopropanecarboxylic acid chloride, 4.3 g (23.4 millimoles) and 100 ml of absolute tetrahydrofuran are kept for 20 hours at room temperature and then refluxed for 6 hours. The product is filtered off at 10° C., washed with water and recrystallized from dimethylformamide/water. 4.1 g (58% of theory) of trans-6-[p-(2-bromocyclopropylcarbonylamino)-phenyl]-4,5-dihydro-3(2H)-pyridazinone are obtained as col... Reactants: FC1=C(C=C(C=C1)C=1C(=CC=CC1)C#N)[N+](=O)[O-] (4′-fluoro-3′-nitrobiphenyl-2-carbonitrile), O.O.[Sn](Cl)Cl (tin(II) chloride dihydrate). Run in C(C)O (ethanol), O1CCCC1 (tetrahydrofuran). Reaction conditions: time 12 hour. Product: NC=1C=C(C=CC1F)C=1C(=CC=CC1)C#N (3′-amino-4′-fluorobiphenyl-2-carbonitrile). As a reaction SMILES: [F:1][C:2]1[CH:7]=[CH:6][C:5]([C:8]2[C:9]([C:14]#[N:15])=[CH:10][CH:11]=[CH:12][CH:13]=2)=[CH:4][C:3]=1[N+:16]([O-])=O.O.O.[Sn](Cl)Cl>C(O)C.O1CCCC1>[NH2:16][C:3]1[CH:4]=[C:5]([C:8]2[C:9]([C:14]#[N:15])=[CH:10][CH:11]=[CH:12][CH:13]=2)[CH:6]=[CH:7][C:2]=1[F:1] |f:1.2.3|. Reported procedure: A cooled (0° C.) suspension of crude 4′-fluoro-3′-nitrobiphenyl-2-carbonitrile (10.7 g, 44 mmol) in ethanol (80 ml) and tetrahydrofuran (80 ml) was treated with tin(II) chloride dihydrate (29.8 g, 132 mmol) and this mixture was stirred at ambient temperature for 12 h. The solvent was removed in vacuo and the residue treated with ice-cold 2N sodium hydroxide (400 ml). The resulting slurry was stirred at ambient temperature for 60 min then extracted with dichloromethane (2×400 ml). The organics we... Reactants: ClC=1C=C(C(=O)OO)C=CC1 (3-chloroperoxybenzoic acid), C(C)SC1=C(C=NC=C1)C1=NC=2C(=NC=C(C2)C(F)(F)F)N1C (2-(4-ethylsulfanylpyridin-3-yl)-3-methyl-6-trifluoromethyl-3H-imidazo[4,5-b]pyridine), C([O-])(O)=O.[Na+] (sodium bicarbonate). Solvent: C(Cl)(Cl)Cl (chloroform). Conditions: temperature 0 celsius, time 1 hour. Yields the product C(C)S(=O)C1=C(C=NC=C1)C1=NC=2C(=NC=C(C2)C(F)(F)F)N1C (2-(4-ethylsulfinylpyridin-3-yl)-3-methyl-6-trifluoromethyl-3H-imidazo[4,5-b]pyridine). Isolated yield 48.9%. As a reaction SMILES: ClC1C=C(C=CC=1)C(OO)=[O:6].[CH2:12]([S:14][C:15]1[CH:20]=[CH:19][N:18]=[CH:17][C:16]=1[C:21]1[N:33]([CH3:34])[C:24]2=[N:25][CH:26]=[C:27]([C:29]([F:32])([F:31])[F:30])[CH:28]=[C:23]2[N:22]=1)[CH3:13].C(=O)(O)[O-].[Na+]>C(Cl)(Cl)Cl>[CH2:12]([S:14]([C:15]1[CH:20]=[CH:19][N:18]=[CH:17][C:16]=1[C:21]1[N:33]([CH3:34])[C:24]2=[N:25][CH:26]=[C:27]([C:29]([F:32])([F:30])[F:31])[CH:28]=[C:23]2[N:22]=1)=[O:6])[CH3:13] |f:2.3|. Procedure details: 448 mg of 3-chloroperoxybenzoic acid (purity of 65% or more) was added to a mixture of 420 mg of 2-(4-ethylsulfanylpyridin-3-yl)-3-methyl-6-trifluoromethyl-3H-imidazo[4,5-b]pyridine and 9 ml of chloroform under ice cooling. The mixture was stirred at 0° C. for 1 hour, then stirred at room temperature for 30 minutes. A saturated aqueous sodium bicarbonate solution was poured to the reaction mixture, and the mixture was extracted with chloroform. The organic layer was washed with water and then dr... RXN SMILES: [CH3:32][N:33]([CH3:34])[CH:35]=[O:36].[Cl:16][CH2:17][CH:18]=[CH:19][CH2:20][N:21]1[C:22](=[O:31])[c:23]2[cH:24][cH:25][cH:26][cH:27][c:28]2[C:29]1=[O:30].[H-:14].[Na+:13].[Na:15].[n:1]1(-[c:6]2[cH:7][cH:8][c:9]([OH:12])[cH:10][cH:11]2)[cH:2][n:3][cH:4][cH:5]1>>[n:1]1(-[c:6]2[cH:7][cH:8][c:9]([O:12][CH2:17][CH:18]=[CH:19][CH2:20][N:21]3[C:22](=[O:31])[c:23]4[cH:24][cH:25][cH:26][cH:27][c:28]4[C:29]3=[O:30])[cH:10][cH:11]2)[cH:2][n:3][cH:4][cH:5]1. The product is O=C1c2ccccc2C(=O)N1CC=CCOc1ccc(-n2ccnc2)cc1. The reactants are CN(C)C=O, O=C1c2ccccc2C(=O)N1CC=CCCl, [H-], [Na+], [Na], Oc1ccc(-n2ccnc2)cc1. Starting materials: [H-].[Na+] (NaH), C(C)C=1N=CNC1 (4-Ethylimidazole), FC1=CC=C(C=C1)C(C)=O (4′-fluoroacetophenone). Run in CN(C)C=O (DMF), CN(C)C=O (DMF), O (water). Yields the product C(C)C=1N=CN(C1)C1=CC=C(C=C1)C(C)=O (1-[4-(4-Ethyl-imidazol-1-yl)-phenyl]-ethanone). RXN SMILES: [H-].[Na+].[CH2:3]([C:5]1[N:6]=[CH:7][NH:8][CH:9]=1)[CH3:4].F[C:11]1[CH:16]=[CH:15][C:14]([C:17](=[O:19])[CH3:18])=[CH:13][CH:12]=1>CN(C=O)C.O>[CH2:3]([C:5]1[N:6]=[CH:7][N:8]([C:11]2[CH:16]=[CH:15][C:14]([C:17](=[O:19])[CH3:18])=[CH:13][CH:12]=2)[CH:9]=1)[CH3:4] |f:0.1|. Procedure details: NaH (0.068 g in 60% oil dispersion, 1.7 mmol) was added to a solution of compound 16 (0.180 g, 1.8 mmol) in DMF (6 mL) with stirring at room temperature. The mixture was stirred for 15 min and a solution of 4′-fluoroacetophenone (0.215 g, 1.56 mmol) in DMF (2 mL) was added. The reaction mixture was heated at 80° C. for 1 h, and then cooled, diluted with water, and extracted with EtOAc. The organic layer was washed with brine, dried, and evaporated to a yellow solid. Compound 17 crystallized to f...